This data is from the Open Reaction Database (ORD), a public repository of structured organic reaction records. The task is: describe an organic reaction: reactants, conditions, products, and yield Starting materials: C(C)(C)(C)[Si](OCCC1C(N(C(N1CCC)=O)CC1=CC=C(C=C1)C)=O)(C1=CC=CC=C1)C1=CC=CC=C1 (5-[2-(tert-butyl-diphenyl-silanyloxy)-ethyl]-3-(4-methyl-benzyl)-1-propyl-imidazolidine-2,4-dione), [BH4-].[Na+] (sodium borohydride). Solvent: CCO (EtOH). Reaction conditions: time 16 hour. The product is C(C)(C)(C)[Si](OCCC=1N(C(N(C1)CC1=CC=C(C=C1)C)=O)CCC)(C1=CC=CC=C1)C1=CC=CC=C1 (4-[2-(tert-butyl-diphenyl-silanyloxy)-ethyl]-1-(4-methyl-benzyl)-3-propyl-1,3-dihydro-imidazol-2-one). Isolated yield 117.8%. As a reaction SMILES: [C:1]([Si:5]([C:33]1[CH:38]=[CH:37][CH:36]=[CH:35][CH:34]=1)([C:27]1[CH:32]=[CH:31][CH:30]=[CH:29][CH:28]=1)[O:6][CH2:7][CH2:8][CH:9]1[N:13]([CH2:14][CH2:15][CH3:16])[C:12](=[O:17])[N:11]([CH2:18][C:19]2[CH:24]=[CH:23][C:22]([CH3:25])=[CH:21][CH:20]=2)[C:10]1=O)([CH3:4])([CH3:3])[CH3:2].[BH4-].[Na+]>CCO>[C:1]([Si:5]([C:33]1[CH:38]=[CH:37][CH:36]=[CH:35][CH:34]=1)([C:27]1[CH:32]=[CH:31][CH:30]=[CH:29][CH:28]=1)[O:6][CH2:7][CH2:8][C:9]1[N:13]([CH2:14][CH2:15][CH3:16])[C:12](=[O:17])[N:11]([CH2:18][C:19]2[CH:24]=[CH:23][C:22]([CH3:25])=[CH:21][CH:20]=2)[CH:10]=1)([CH3:2])([CH3:3])[CH3:4] |f:1.2|. Procedure: A solution of 5-[2-(tert-butyl-diphenyl-silanyloxy)-ethyl]-3-(4-methyl-benzyl)-1-propyl-imidazolidine-2,4-dione (14.71 g, 27.8 mmol) in EtOH (500 mL) was treated with sodium borohydride (15.78 g, 0.417 mol) in three portions over 6 h and stirred at room temperature under N2 for an additional 16 h. The thick reaction mixture was cooled in an ice bath and slowly quenched with aqueous 1 N HCl (˜1 L) over a 1 h period. The reaction mixture was then worked up extractively with EtOAc, water and brine ... Reactants: N1=CC(=CC=C1)C1=CC=C(C=C1)NC(=O)C=1CCOC2=C(C1)C=C(C=C2)C2=CC=C(C=C2)C (N-[4-(3-pyridyl)phenyl]-7-(4-methylphenyl)-2,3-dihydro-1-benzoxepine-4-carboxamide), ClC1=CC(=CC=C1)C(=O)OO (3-chloroperbenzoic acid), S(=S)(=O)([O-])[O-].[Na+].[Na+] (sodium thiosulfate). Run in O1CCCC1 (tetrahydrofuran). Conditions: time 68 hour. The product is [O-][N+]1=CC(=CC=C1)C1=CC=C(C=C1)NC(=O)C=1CCOC2=C(C1)C=C(C=C2)C2=CC=C(C=C2)C (N-[4-(1-oxidopyridin-3-yl)phenyl]-7-(4-methylphenyl)-2,3-dihydro-1-benzoxepine-4-carboxamide). The yield is 52.1%. As a reaction SMILES: [N:1]1[CH:6]=[CH:5][CH:4]=[C:3]([C:7]2[CH:12]=[CH:11][C:10]([NH:13][C:14]([C:16]3[CH2:17][CH2:18][O:19][C:20]4[CH:26]=[CH:25][C:24]([C:27]5[CH:32]=[CH:31][C:30]([CH3:33])=[CH:29][CH:28]=5)=[CH:23][C:21]=4[CH:22]=3)=[O:15])=[CH:9][CH:8]=2)[CH:2]=1.ClC1C=CC=C(C(OO)=[O:42])C=1.S([O-])([O-])(=O)=S.[Na+].[Na+]>O1CCCC1>[O-:42][N+:1]1[CH:6]=[CH:5][CH:4]=[C:3]([C:7]2[CH:12]=[CH:11][C:10]([NH:13][C:14]([C:16]3[CH2:17][CH2:18][O:19][C:20]4[CH:26]=[CH:25][C:24]([C:27]5[CH:28]=[CH:29][C:30]([CH3:33])=[CH:31][CH:32]=5)=[CH:23][C:21]=4[CH:22]=3)=[O:15])=[CH:9][CH:8]=2)[CH:2]=1 |f:2.3.4|. Procedure: To a solution of N-[4-(3-pyridyl)phenyl]-7-(4-methylphenyl)-2,3-dihydro-1-benzoxepine-4-carboxamide (400 mg) in tetrahydrofuran (50 ml) was added 3-chloroperbenzoic acid (70%, 0.34g) at 0° C., and the mixture was stirred at room temperature for 68 hours. To the reaction mixture was added sodium thiosulfate solution, and the mixture was stirred for a few minutes and extracted with dichloromethane. The organic layer was washed with saturated sodium bicarbonate solution and saturated sodium chlorid... As a reaction SMILES: [CH3:1][C:2]1[O:6][N:5]=[C:4]([N:7]2[CH2:12][CH2:11][N:10](C(OC(C)(C)C)=O)[CH2:9][CH2:8]2)[N:3]=1.[ClH:20].O1CCOCC1>C(OCC)C>[ClH:20].[CH3:1][C:2]1[O:6][N:5]=[C:4]([N:7]2[CH2:12][CH2:11][NH:10][CH2:9][CH2:8]2)[N:3]=1 |f:4.5|. Reactants: CC1=NC(=NO1)N1CCN(CC1)C(=O)OC(C)(C)C (tert-butyl 4-(5-methyl-1,2,4-oxadiazol-3-yl)piperazine-1-carboxylate), Cl (HCl), O1CCOCC1 (dioxane). Product: Cl.CC1=NC(=NO1)N1CCNCC1 (5-Methyl-3-piperazin-1-yl-1,2,4-oxadiazole hydrochloride). Reported procedure: To a solution of tert-butyl 4-(5-methyl-1,2,4-oxadiazol-3-yl)piperazine-1-carboxylate (507 mg, 1.890 mmol) in diethyl ether (12 mL) was added HCl, 4N in dioxane (7 mL, 28.0 mmol) and the reaction was stirred at room temperature over the weekend. The precipitate was isolated by filtration, washed with diethylether and dried under reduced pressure after which 330 mg of a white solid were obtained (1.612 mmol, 85%). MS (ESI) m/z=169.2 [M+1]+. Run in C(C)OCC (diethyl ether). As a reaction SMILES: [Cl:35][CH2:36][Cl:37].[F:1][C:2]([O:3][c:4]1[cH:5][cH:6][c:7]([N:10]=[C:11]=[O:12])[cH:8][cH:9]1)([F:13])[F:14].[NH2:15][CH:16]([C:17](=[O:18])[N:19]([CH2:20][CH2:21][N:22]([CH3:23])[CH3:24])[CH2:25][c:26]1[cH:27][cH:28][cH:29][cH:30][cH:31]1)[CH:32]([CH3:33])[CH3:34]>>[F:1][C:2]([O:3][c:4]1[cH:5][cH:6][c:7]([NH:10][C:11](=[O:12])[NH:15][CH:16]([C:17](=[O:18])[N:19]([CH2:20][CH2:21][N:22]([CH3:23])[CH3:24])[CH2:25][c:26]2[cH:27][cH:28][cH:29][cH:30][cH:31]2)[CH:32]([CH3:33])[CH3:34])[cH:8][cH:9]1)([F:13])[F:14]. Product: CC(C)C(NC(=O)Nc1ccc(OC(F)(F)F)cc1)C(=O)N(CCN(C)C)Cc1ccccc1. The reactants are ClCCl, O=C=Nc1ccc(OC(F)(F)F)cc1, CC(C)C(N)C(=O)N(CCN(C)C)Cc1ccccc1. Reactants: C[C@@H](CS(=O)(=O)N)CO (2-(R)-methyl-3-hydroxy-1-propylsulfonamide), [H-].[Na+] (sodium hydride), Cl (hydrochloric acid), ClC=1C=CC=2N(N1)C=CN2 (6-chloroimidazo[1,2-b]pyridazine). The solvent is CN(C)C=O (DMF). Run at temperature 70 celsius, time 30 minute. Product: C[C@H](COC=1C=CC=2N(N1)C=CN2)CS(N)(=O)=O ((+)-6-[(2-(R)-methyl-3-sulfamoylpropyl)oxy]imidazo[1,2-b]pyridazine). Yield: 64.8%. RXN SMILES: [CH3:1][C@H:2]([CH2:8][OH:9])[CH2:3][S:4]([NH2:7])(=[O:6])=[O:5].[H-].[Na+].Cl[C:13]1[CH:14]=[CH:15][C:16]2[N:17]([CH:19]=[CH:20][N:21]=2)[N:18]=1.Cl>CN(C=O)C>[CH3:1][C@@H:2]([CH2:3][S:4](=[O:6])(=[O:5])[NH2:7])[CH2:8][O:9][C:13]1[CH:14]=[CH:15][C:16]2[N:17]([CH:19]=[CH:20][N:21]=2)[N:18]=1 |f:1.2|. Reported procedure: To a solution of 0.93 g of 2-(R)-methyl-3-hydroxy-1-propylsulfonamide in 50 ml of DMF was added by portions 0.48 g of sodium hydride, followed by stirring for 30 minutes at 70° C. The mixture to which 0.93 g of 6-chloroimidazo[1,2-b]pyridazine was added was refluxed for 5 hours. After cooling, the reaction mixture was adjusted to pH 6.0 with 1N-hydrochloric acid and concentrated to dryness under reduced pressure. The residue was subjected to a silica gel column chromatography, eluting with chlor... Starting materials: O1C(CCCC1)ON1C([C@@H]([C@@H]1C)C\C=C\C1=CC=C(C=C1)Cl)=O ((3R,4S)-1-(2-tetrahydropyranyloxy)-3-((2E)-3-(4-chlorophenyl)-2-propene-1-yl)-4-methylazetidin-2-one). Reagents/catalysts: [Pd] (palladium on barium sulfate). The solvent is CO (methanol). Run at time 30 hour. The product is O1C(CCCC1)ON1C([C@@H]([C@@H]1C)CCCC1=CC=C(C=C1)Cl)=O ((3R,4S)-1-(2-tetrahydropyranyloxy)-3-(3-(4-chlorophenyl)-1-propyl)-4-methylazetidin-2-one). Isolated yield 96.9%. RXN SMILES: [O:1]1[CH2:6][CH2:5][CH2:4][CH2:3][CH:2]1[O:7][N:8]1[C@@H:11]([CH3:12])[C@@H:10]([CH2:13]/[CH:14]=[CH:15]/[C:16]2[CH:21]=[CH:20][C:19]([Cl:22])=[CH:18][CH:17]=2)[C:9]1=[O:23]>CO.[Pd]>[O:1]1[CH2:6][CH2:5][CH2:4][CH2:3][CH:2]1[O:7][N:8]1[C@@H:11]([CH3:12])[C@@H:10]([CH2:13][CH2:14][CH2:15][C:16]2[CH:21]=[CH:20][C:19]([Cl:22])=[CH:18][CH:17]=2)[C:9]1=[O:23]. Procedure: To a solution of (3R,4S)-1-(2-tetrahydropyranyloxy)-3-((2E)-3-(4-chlorophenyl)-2-propene-1-yl)-4-methylazetidin-2-one (0.37 g, 1.10 mmol) in 5 mL of methanol is treated with 30 mg of 5% palladium on barium sulfate. The resulting suspension is repeatedly evacuated and purged with a hydrogen balloon, then stirred under 1 atmosphere pressure of hydrogen gas for 30 h. The catalyst is filtered and the filtrate is concentrated in vacuo to provide (3R,4S)-1-(2-tetrahydropyranyloxy)-3-(3-(4-chlorophenyl... Isolated yield 29.0%. Run at temperature -78 celsius, time 5 minute. Reaction SMILES: C(NC1CCCCC1)(C)C.[Li]CCCC.[CH3:16][C:17]1[N:18]=[CH:19][O:20][C:21]=1[C:22]([O:24][CH2:25][CH3:26])=[O:23].C([N-]C1CCCCC1)(C)C.[Li+].C(Cl)(Cl)(Cl)[Cl:39]>C1COCC1.CCCCCC.O>[Cl:39][C:19]1[O:20][C:21]([C:22]([O:24][CH2:25][CH3:26])=[O:23])=[C:17]([CH3:16])[N:18]=1 |f:3.4|. Reactants: C(Cl)(Cl)(Cl)Cl (CCl4), C(C)(C)NC1CCCCC1 (N-isopropylcyclohexylamine), [Li]CCCC (BuLi), CC=1N=COC1C(=O)OCC (Ethyl 4-Methyl-5-Oxazolecarboxylate), C(C)(C)[N-]C1CCCCC1.[Li+] (lithium N-isopropylcyclohexylamide). Yields the product ClC=1OC(=C(N1)C)C(=O)OCC (ethyl 2-chloro-4-methyl-5-oxazolecarboxylate). Reported procedure: To 1.50 g (0.016 mol) of N-isopropylcyclohexylamine in 20 ml of dry THF at -78° C. was added, under nitrogen, 4.1 ml of 2.4 M BuLi in hexane. The solution was stirred at -78° C. for 5 min. A solution of 1.55 g (0.01 mol) of the compound of Example 1, in 10 ml of THF, was added dropwise to the above lithium N-isopropylcyclohexylamide solution. The reaction mixture turned deep red. After 5 min. of stirring, 5 ml of CCl4 was added to the red solution and the reaction mixture was stirred at -78° C. ... Solvent: O (water), C1CCOC1 (THF), C1CCOC1 (THF), CCCCCC (hexane). Starting materials: CCCCCCCCCCCCCCBr, CN(C)C=O, CCOC(=O)c1cccc(F)c1, [H-], [H][H], [Na+]. Yields the product CCCCCCCCCCCCCCNc1ccc(C(=O)OCC)cc1F. Reaction SMILES: [Br:15][CH2:16][CH2:17][CH2:18][CH2:19][CH2:20][CH2:21][CH2:22][CH2:23][CH2:24][CH2:25][CH2:26][CH2:27][CH2:28][CH3:29].[CH3:32][N:33]([CH3:34])[CH:35]=[O:36].[F:1][c:2]1[cH:3][c:4]([C:5](=[O:6])[O:7][CH2:8][CH3:9])[cH:10][cH:11][cH:12]1.[H-:13].[H:30][H:31].[Na+:14]>>[F:1][c:2]1[cH:3][c:4]([C:5](=[O:6])[O:7][CH2:8][CH3:9])[cH:10][cH:11][c:12]1[NH:33][CH2:16][CH2:17][CH2:18][CH2:19][CH2:20][CH2:21][CH2:22][CH2:23][CH2:24][CH2:25][CH2:26][CH2:27][CH2:28][CH3:29]. Reactants: CO, Cl, NC(=O)c1cc([N+](=O)[O-])ccc1NCCN1CCN(c2ccccc2)CC1. The product is Cl, NC(=O)c1cc(N)ccc1NCCN1CCN(c2ccccc2)CC1. RXN SMILES: [CH3:29][OH:30].[ClH:1].[N+:2]([O-:3])(=[O:4])[c:5]1[cH:6][cH:7][c:8]([NH:14][CH2:15][CH2:16][N:17]2[CH2:18][CH2:19][N:20]([c:23]3[cH:24][cH:25][cH:26][cH:27][cH:28]3)[CH2:21][CH2:22]2)[c:9]([C:10](=[O:11])[NH2:12])[cH:13]1>>[ClH:1].[NH2:2][c:5]1[cH:6][cH:7][c:8]([NH:14][CH2:15][CH2:16][N:17]2[CH2:18][CH2:19][N:20]([c:23]3[cH:24][cH:25][cH:26][cH:27][cH:28]3)[CH2:21][CH2:22]2)[c:9]([C:10](=[O:11])[NH2:12])[cH:13]1. Reactants: ClB(Cl)Cl, C=CCOc1cc(C#N)cc(C(=O)OC)c1, CCCC[N+](CCCC)(CCCC)CCCC, ClCCl, [I-]. Yields the product COC(=O)c1cc(O)cc(C#N)c1. As a reaction SMILES: [B:17]([Cl:18])([Cl:19])[Cl:20].[CH2:1]([CH:2]=[CH2:3])[O:4][c:5]1[cH:6][c:7]([C:8](=[O:9])[O:10][CH3:11])[cH:12][c:13]([C:15]#[N:16])[cH:14]1.[CH2:22]([N+:23]([CH2:24][CH2:25][CH2:26][CH3:27])([CH2:28][CH2:29][CH2:30][CH3:31])[CH2:32][CH2:33][CH2:34][CH3:35])[CH2:36][CH2:37][CH3:38].[Cl:39][CH2:40][Cl:41].[I-:21]>>[OH:4][c:5]1[cH:6][c:7]([C:8](=[O:9])[O:10][CH3:11])[cH:12][c:13]([C:15]#[N:16])[cH:14]1.